Dataset: the Open Reaction Database (ORD), a public repository of structured organic reaction records. Task: describe an organic reaction: reactants, conditions, products, and yield Starting materials: C1OC=2C=C(C=CC2O1)CC(C)([N+](=O)[O-])C (1-(3,4-methylenedioxyphenyl)-2-methyl-2-nitropropane), C(C)(=O)O (acetic acid), COCCOC (1,2-dimethoxyethane). The reagents and catalysts are [Pt](=O)=O (platinum dioxide). Solvent: [H][H] (hydrogen). Yields the product CC(CC1=CC2=C(C=C1)OCO2)(C)N (α,α-dimethyl-3,4-methylenedioxyphenethylamine). The yield is 72.2%. As a reaction SMILES: [CH2:1]1[O:9][C:8]2[CH:7]=[CH:6][C:5]([CH2:10][C:11]([CH3:16])([N+:13]([O-])=O)[CH3:12])=[CH:4][C:3]=2[O:2]1.C(O)(=O)C.COCCOC>[H][H].[Pt](=O)=O>[CH3:16][C:11]([NH2:13])([CH3:12])[CH2:10][C:5]1[CH:6]=[CH:7][C:8]2[O:9][CH2:1][O:2][C:3]=2[CH:4]=1. Procedure details: A mixture of 0.8 g of 1-(3,4-methylenedioxyphenyl)-2-methyl-2-nitropropane, 100 mg of platinum dioxide, one ml of acetic acid and 20 ml of 1,2-dimethoxyethane is shaken at 60°-70° C. for 18 hours in hydrogen gas atmosphere under elevated pressure (initial pressure: 80 atmospheric pressures). After the reaction, the insoluble materials are removed by filtration, and the filtrate is evaporated to remove solvent. The residue is dissolved in ethyl acetate, and the solution is extracted with 5% hydro... Reactants: CCO, Cc1nn(C)c(Cl)c1C(=O)c1c(Cl)cccc1Cl, O. Reaction SMILES: [CH3:20][CH2:21][OH:22].[Cl:2][c:3]1[c:4]([C:10]([c:11]2[c:12]([Cl:18])[cH:13][cH:14][cH:15][c:16]2[Cl:17])=[O:19])[c:5]([CH3:9])[n:6][n:7]1[CH3:8].[OH2:1]>>[OH:1][c:3]1[c:4]([C:10]([c:11]2[c:12]([Cl:18])[cH:13][cH:14][cH:15][c:16]2[Cl:17])=[O:19])[c:5]([CH3:9])[n:6][n:7]1[CH3:8]. Product: Cc1nn(C)c(O)c1C(=O)c1c(Cl)cccc1Cl. Reactants: NC=1C=NC2=CC=CC=C2C1NCCC(=O)OCC (Ethyl N-(3-aminoquinolin-4-yl)-β-alaninate), C(C)(OCC)(OCC)OCC (triethyl orthoacetate). The reagents and catalysts are C1(=CC=C(C=C1)S(=O)(=O)[O-])C.[NH+]1=CC=CC=C1 (pyridinium p-toluenesulfonate). Yields the product CC=1N(C2=C(C=NC=3C=CC=CC23)N1)CCC(=O)OCC (ethyl 3-(2-methyl-1H-imidazo[4,5-c]quinolin-1-yl)propanoate). The yield is 61.5%. RXN SMILES: [NH2:1][C:2]1[CH:3]=[N:4][C:5]2[C:10]([C:11]=1[NH:12][CH2:13][CH2:14][C:15]([O:17][CH2:18][CH3:19])=[O:16])=[CH:9][CH:8]=[CH:7][CH:6]=2.[C:20](OCC)(OCC)(OCC)[CH3:21]>C1(C)C=CC(S([O-])(=O)=O)=CC=1.[NH+]1C=CC=CC=1>[CH3:20][C:21]1[N:12]([CH2:13][CH2:14][C:15]([O:17][CH2:18][CH3:19])=[O:16])[C:11]2[C:10]3[CH:9]=[CH:8][CH:7]=[CH:6][C:5]=3[N:4]=[CH:3][C:2]=2[N:1]=1 |f:2.3|. Procedure details: Ethyl N-(3-aminoquinolin-4-yl)-β-alaninate (9.0 g, 35 mmol) was treated with triethyl orthoacetate (8.91 mL, 48.6 mmol) and pyridinium p-toluenesulfonate (0.200 g) according to the method described in Part A of Example 10 to provide 6.10 g of ethyl 3-(2-methyl-1H-imidazo[4,5-c]quinolin-1-yl)propanoate. The reaction was complete in two hours, and a precipitate was removed by filtration from the organic layer during the work-up procedure. The reactants are CC(C(=O)O)C(=O)NCc1cccc(C(F)(F)F)c1, CN1C(=O)C(N)c2ccccc2-c2ccccc21. Yields the product CC(C(=O)NCc1cccc(C(F)(F)F)c1)C(=O)NC1C(=O)N(C)c2ccccc2-c2ccccc21. RXN SMILES: [CH3:19][CH:20]([C:21](=[O:22])[OH:23])[C:24](=[O:25])[NH:26][CH2:27][c:28]1[cH:29][c:30]([C:34]([F:35])([F:36])[F:37])[cH:31][cH:32][cH:33]1.[NH2:1][CH:2]1[c:3]2[c:4]([cH:15][cH:16][cH:17][cH:18]2)-[c:5]2[c:6]([cH:11][cH:12][cH:13][cH:14]2)[N:7]([CH3:10])[C:8]1=[O:9]>>[NH:1]([CH:2]1[c:3]2[c:4]([cH:15][cH:16][cH:17][cH:18]2)-[c:5]2[c:6]([cH:11][cH:12][cH:13][cH:14]2)[N:7]([CH3:10])[C:8]1=[O:9])[C:21]([CH:20]([CH3:19])[C:24](=[O:25])[NH:26][CH2:27][c:28]1[cH:29][c:30]([C:34]([F:35])([F:36])[F:37])[cH:31][cH:32][cH:33]1)=[O:22]. The reactants are C(CCC)C(C=O)=CC1=CC2=C(C=C1)OCO2 (2-n-butyl-3-(3,4-methylenedioxyphenyl)acrylaldehyde), Cl (hydrogen chloride), CO (methanol). Yields the product C(CCC)C=1CC2=CC3=C(C=C2C1OC)OCO3 (2-n-butyl-3-methoxy-5,6-methylenedioxyindene). Isolated yield 90.0%. Reaction SMILES: [CH2:1]([C:5](=[CH:8][C:9]1[CH:14]=[CH:13][C:12]2[O:15][CH2:16][O:17][C:11]=2[CH:10]=1)[CH:6]=[O:7])[CH2:2][CH2:3][CH3:4].Cl.[CH3:19]O>>[CH2:1]([C:5]1[CH2:8][C:9]2[C:14]([C:6]=1[O:7][CH3:19])=[CH:13][C:12]1[O:15][CH2:16][O:17][C:11]=1[CH:10]=2)[CH2:2][CH2:3][CH3:4]. Procedure: Dissolved in 80 ml of methanol was 12 g of 2-n-butyl-3-(3,4-methylenedioxyphenyl)acrylaldehyde, into which hydrogen chloride qas was blown under ice-salt cooling. Upon confirmation of full consumption of the raw material by thin-layer chromatography (eluent: a 5:1 mixture of n-hexane and ether), the bubbling of hydrogen chloride gas was stopped. Water was added to the reaction mixture, followed by extraction of the resultant mixture with ether. After the resultant ether solution was washed with ... Reactants: CN1CCCC1=O, Clc1ccc(OC2CCCC2)cn1, [H-], [Na+], CC(=O)NC(C)CCc1ccc(O)cc1. Yields the product CC(=O)NC(C)CCc1ccc(Oc2ccc(OC3CCCC3)cn2)cc1. As a reaction SMILES: [CH3:31][N:32]1[CH2:33][CH2:34][CH2:35][C:36]1=[O:37].[Cl:16][c:17]1[n:18][cH:19][c:20]([O:23][CH:24]2[CH2:25][CH2:26][CH2:27][CH2:28]2)[cH:21][cH:22]1.[H-:29].[Na+:30].[OH:1][c:2]1[cH:3][cH:4][c:5]([CH2:8][CH2:9][CH:10]([CH3:11])[NH:12][C:13]([CH3:14])=[O:15])[cH:6][cH:7]1>>[O:1]([c:2]1[cH:3][cH:4][c:5]([CH2:8][CH2:9][CH:10]([CH3:11])[NH:12][C:13]([CH3:14])=[O:15])[cH:6][cH:7]1)[c:17]1[n:18][cH:19][c:20]([O:23][CH:24]2[CH2:25][CH2:26][CH2:27][CH2:28]2)[cH:21][cH:22]1. Reactants: C(C)(C)(C)OC(=O)NCC1=CC=C(C(=O)O)C=C1 (4-(N-tert-butoxycarbonylaminomethyl)benzoic acid), CN(C)C=O (DMF), C(C(=O)Cl)(=O)Cl (oxalyl chloride), N1C(=CC2=CC=CC=C12)[Zn] (indolylzinc). Solvent: C(Cl)(Cl)Cl (CHCl3). Conditions: time 2 hour. Product: C(C)(C)(C)OC(=O)NCC1=CC=C(C(=O)C2=CNC3=CC=CC=C23)C=C1 (3-[4-(N-tert-butoxycarbonylaminomethyl)benzoyl]indole). Isolated yield 43.8%. Reaction SMILES: [C:1]([O:5][C:6]([NH:8][CH2:9][C:10]1[CH:18]=[CH:17][C:13]([C:14]([OH:16])=O)=[CH:12][CH:11]=1)=[O:7])([CH3:4])([CH3:3])[CH3:2].CN(C=O)C.C(Cl)(=O)C(Cl)=O.[NH:30]1[C:38]2[C:33](=[CH:34][CH:35]=[CH:36][CH:37]=2)[CH:32]=[C:31]1[Zn]>C(Cl)(Cl)Cl>[C:1]([O:5][C:6]([NH:8][CH2:9][C:10]1[CH:11]=[CH:12][C:13]([C:14]([C:32]2[C:33]3[C:38](=[CH:37][CH:36]=[CH:35][CH:34]=3)[NH:30][CH:31]=2)=[O:16])=[CH:17][CH:18]=1)=[O:7])([CH3:2])([CH3:3])[CH3:4]. Procedure: To a 0° C. solution of 4-(N-tert-butoxycarbonylaminomethyl)benzoic acid (5.07 g, 20.2 mmol) in CHCl3 was added DMF (200 μL) and oxalyl chloride (1.94 mL, 22.2 mmol). The cold bath was removed and the reaction mixture was stirred for 2 hours at ambient temperature, after which it was concentrated in vacuo. The residue was taken up in CH2Cl2 and added to a solution of indolylzinc (50.5 mmol, prepared as described in Example 1, step 4, except substituting indole for 6-(4-fluorophenyl)indole). The r... The yield is 20.0%. The solvent is C(C)(=O)OCC.CCCCCC (ethyl acetate hexane). Starting materials: NC1C(CCC2=CC=CC=C12)CC1=CC=CC=C1 (1-amino-2-benzyltetralin), C(=O)(OC)C1=CC=C(C=O)C=C1 (4-carbomethoxybenzaldehyde). Yields the product COC(C1=CC=C(C=C1)CN[C@H]1[C@@H](CCC2=CC=CC=C12)CC1=CC=CC=C1)=O (trans-4-[(2-Benzyl-1,2,3,4-tetrahydro-naphthalen-1-ylamino)-methyl]-benzoic acid methyl ester). Procedure: In a procedure similar to preparation C, the title compound was prepared from 1-amino-2-benzyltetralin and 4-carbomethoxybenzaldehyde. The trans isomer was isolated as an oil in 20% yield following chromatography on silica gel with ethyl acetate/hexane. As a reaction SMILES: [NH2:1][CH:2]1[C:11]2[C:6](=[CH:7][CH:8]=[CH:9][CH:10]=2)[CH2:5][CH2:4][CH:3]1[CH2:12][C:13]1[CH:18]=[CH:17][CH:16]=[CH:15][CH:14]=1.[C:19]([C:23]1[CH:30]=[CH:29][C:26]([CH:27]=O)=[CH:25][CH:24]=1)([O:21][CH3:22])=[O:20]>C(OCC)(=O)C.CCCCCC>[CH3:22][O:21][C:19](=[O:20])[C:23]1[CH:30]=[CH:29][C:26]([CH2:27][NH:1][C@@H:2]2[C:11]3[C:6](=[CH:7][CH:8]=[CH:9][CH:10]=3)[CH2:5][CH2:4][C@H:3]2[CH2:12][C:13]2[CH:18]=[CH:17][CH:16]=[CH:15][CH:14]=2)=[CH:25][CH:24]=1 |f:2.3|. Reactants: S(C)(=O)(=O)O.OCCN1C(=NCC1)SC (1-(2-Hydroxyethyl)-2-methylthioimidazoline mesylate), NN (hydrazine). The solvent is COC(C)(C)C (t-butyl methyl ether), C(C)O (ethyl alcohol). Run at time 8 hour. Product: S(C)(=O)(=O)O.OCCN1C(=NCC1)NN (1-(2-hydroxyethyl)-2-hydrazinoimidazoline mesylate). RXN SMILES: [S:1]([OH:5])(=[O:4])(=[O:3])[CH3:2].[OH:6][CH2:7][CH2:8][N:9]1[CH2:13][CH2:12][N:11]=[C:10]1SC.[NH2:16][NH2:17]>C(O)C.COC(C)(C)C>[S:1]([OH:5])(=[O:4])(=[O:3])[CH3:2].[OH:6][CH2:7][CH2:8][N:9]1[CH2:13][CH2:12][N:11]=[C:10]1[NH:16][NH2:17] |f:0.1,5.6|. Procedure details: 1-(2-Hydroxyethyl)-2-methylthioimidazoline mesylate (35 g, 0.136 mole) is suspended in ethyl alcohol (80 ml) and treated with anhydrous hydrazine (9.3 ml, 0.296 mole). The mixture became clear immediately. The solution is stirred at room temperature overnight and then diluted with t-butyl methyl ether (1 liter). On storage of the mixture in the freezer at -20° C., crystals separated, which are filtered, washed well with t-butyl methyl ether and dried. Recrystallization from isopropyl alcohol and...